From a dataset of the Open Reaction Database (ORD), a public repository of structured organic reaction records. describe an organic reaction: reactants, conditions, products, and yield Starting materials: CS(=O)(=O)[O-].C(C=C)[C@@]1(C2=[N+]([C@@H]([C@H](C1)C1=CC(=CC=C1)Cl)C1=CC=C(C=C1)Cl)[C@H](CO2)C2CC2)CC ((3S,5S,6R,8S)-8-Allyl-6-(3-chlorophenyl)-5-(4-chlorophenyl)-3-cyclopropyl-8-ethyl-2,3,5,6,7,8-hexahydrooxazolo[3,2-a]pyridin-4-ium methanesulfonate), C(C)[S-].[Na+] (sodium ethanethiolate). Product: C(C=C)[C@@]1(C(N([C@@H]([C@H](C1)C1=CC(=CC=C1)Cl)C1=CC=C(C=C1)Cl)[C@H](CSCC)C1CC1)=O)CC ((3S,5R,6S)-3-Allyl-5-(3-chlorophenyl)-6-(4-chlorophenyl)-1-((S)-1-cyclopropyl-2-(ethylthio)ethyl)-3-ethylpiperidin-2-one). As a reaction SMILES: CS([O-])(=O)=O.[CH2:6]([C@@:9]1([CH2:35][CH3:36])[CH2:14][C@H:13]([C:15]2[CH:20]=[CH:19][CH:18]=[C:17]([Cl:21])[CH:16]=2)[C@@H:12]([C:22]2[CH:27]=[CH:26][C:25]([Cl:28])=[CH:24][CH:23]=2)[N+:11]2[C@@H:29]([CH:32]3[CH2:34][CH2:33]3)[CH2:30][O:31][C:10]1=2)[CH:7]=[CH2:8].[CH2:37]([S-:39])[CH3:38].[Na+]>>[CH2:6]([C@@:9]1([CH2:35][CH3:36])[CH2:14][C@H:13]([C:15]2[CH:20]=[CH:19][CH:18]=[C:17]([Cl:21])[CH:16]=2)[C@@H:12]([C:22]2[CH:27]=[CH:26][C:25]([Cl:28])=[CH:24][CH:23]=2)[N:11]([C@@H:29]([CH:32]2[CH2:34][CH2:33]2)[CH2:30][S:39][CH2:37][CH3:38])[C:10]1=[O:31])[CH:7]=[CH2:8] |f:0.1,2.3|. Reported procedure: The title compound was prepared from (3S,5S,6R,8S)-8-Allyl-6-(3-chlorophenyl)-5-(4-chlorophenyl)-3-cyclopropyl-8-ethyl-2,3,5,6,7,8-hexahydrooxazolo[3,2-a]pyridin-4-ium methanesulfonate (Example 357, Step A) and sodium ethanethiolate by the method described in Example 339. Reactants: C(C)(C)(C)OC(=O)N[C@H](C(=O)O)CC1=CC(=C(C=C1)F)Cl ((S)-2-((tert-butoxycarbonyl)amino)-3-(3-chloro-4-fluorophenyl)propanoic acid), Cl (hydrochloric acid), C(=O)([O-])[O-].[Na+].[Na+] (Na2CO3), C(OCC1C2=CC=CC=C2C=2C=CC=CC12)(ON1C(CCC1=O)=O)=O ((9H-fluoren-9-yl)methyl (2,5-dioxopyrrolidin-1-yl) carbonate), aqueous solution, Cl (HCl). Run in O1CCOCC1 (dioxane), CCOC(=O)C (EtOAc). Conditions: temperature 0 celsius, time 30 minute. The product is C1=CC=CC=2C3=CC=CC=C3C(C12)COC(=O)N[C@H](C(=O)O)CC1=CC(=C(C=C1)F)Cl ((S)-2-((((9H-fluoren-9-yl)methoxy)carbonyl)amino)-3-(3-chloro-4-fluorophenyl)propanoic acid). RXN SMILES: [C:1]([O:5][C:6]([NH:8][C@@H:9]([CH2:13][C:14]1[CH:19]=[CH:18][C:17]([F:20])=[C:16]([Cl:21])[CH:15]=1)[C:10]([OH:12])=[O:11])=[O:7])([CH3:4])(C)C.Cl.C([O-])([O-])=O.[Na+].[Na+].C(=O)(ON1C(=O)CCC1=O)OCC1[C:44]2[CH:43]=[CH:42][CH:41]=[CH:40][C:39]=2[C:38]2[C:33]1=[CH:34][CH:35]=[CH:36][CH:37]=2>O1CCOCC1.CCOC(C)=O>[CH:41]1[C:40]2[CH:4]([CH2:1][O:5][C:6]([NH:8][C@@H:9]([CH2:13][C:14]3[CH:19]=[CH:18][C:17]([F:20])=[C:16]([Cl:21])[CH:15]=3)[C:10]([OH:12])=[O:11])=[O:7])[C:33]3[C:38](=[CH:37][CH:36]=[CH:35][CH:34]=3)[C:39]=2[CH:44]=[CH:43][CH:42]=1 |f:2.3.4|. Reported procedure: The (S)-2-((tert-butoxycarbonyl)amino)-3-(3-chloro-4-fluorophenyl)propanoic acid (183.0 mg, 0.576 mmol) was suspended in a 4M hydrochloric acid (1440 μl, 5.76 mmol) solution in dioxane at room temperature for 2 h. After solvent evaporation, the crude product was cooled to 0° C. using an ice bath before being dissolved in MeCN (288 μl) and a 2.0M aqueous solution of Na2CO3 (288 μl, 0.576 mmol). (9H-fluoren-9-yl)methyl (2,5-dioxopyrrolidin-1-yl) carbonate (194 mg, 0.576 mmol) was added to the solu... The reactants are Cl.C(C)(=O)OC=1C=C2C(=NC=NC2=CC1OC)NC1=C(C(=CC=C1)Cl)F (6-Acetoxy-4-(3-chloro-2-fluoroanilino)-7-methoxyquinazoline hydrochloride), C(C)(=O)O (Acetic acid), O (water), [OH-].[Na+] (sodium hydroxide). Solvent: CO (methanol). Reaction conditions: temperature 60 celsius, time 4.5 hour. Yields the product ClC=1C(=C(NC2=NC=NC3=CC(=C(C=C23)O)OC)C=CC1)F (4-(3-Chloro-2-fluoroanilino)-6-hydroxy-7-methoxyquinazoline). The yield is 98.2%. Reaction SMILES: Cl.C([O:5][C:6]1[CH:7]=[C:8]2[C:13](=[CH:14][C:15]=1[O:16][CH3:17])[N:12]=[CH:11][N:10]=[C:9]2[NH:18][C:19]1[CH:24]=[CH:23][CH:22]=[C:21]([Cl:25])[C:20]=1[F:26])(=O)C.O.[OH-].[Na+].C(O)(=O)C>CO>[Cl:25][C:21]1[C:20]([F:26])=[C:19]([CH:24]=[CH:23][CH:22]=1)[NH:18][C:9]1[C:8]2[C:13](=[CH:14][C:15]([O:16][CH3:17])=[C:6]([OH:5])[CH:7]=2)[N:12]=[CH:11][N:10]=1 |f:0.1,3.4|. Procedure details: 6-Acetoxy-4-(3-chloro-2-fluoroanilino)-7-methoxyquinazoline hydrochloride from step 1 (33.5 kg, 69.6 mol) was suspended in methanol (198 kg). To the stirred suspension at 25° C. was added water (86 kg) and sodium hydroxide (31.5 kg, 32%). The resulting solution was stirred at 60° C. for 4.5 hours and then cooled to 25° C. Acetic acid (approximately 16.0 kg) was added until a pH of 5.5-6.0 was achieved at which point the product precipitates from solution. After the addition of further methanol (... Starting materials: ClC(C=C)C (3-chloro-1-butene), C(C)(=O)NC1=C(C=CC=C1)O (2-acetamidophenol). Yields the product CC(C=C)OC1=C(C=CC=C1)NC(C)=O (N-{2-[(1-Methyl-2-propenyl)oxy]phenyl}acetamide). Yield: 40.2%. Reaction SMILES: Cl[CH:2]([CH3:5])[CH:3]=[CH2:4].[C:6]([NH:9][C:10]1[CH:15]=[CH:14][CH:13]=[CH:12][C:11]=1[OH:16])(=[O:8])[CH3:7]>>[CH3:5][CH:2]([O:16][C:11]1[CH:12]=[CH:13][CH:14]=[CH:15][C:10]=1[NH:9][C:6](=[O:8])[CH3:7])[CH:3]=[CH2:4]. Procedure: The compound (557 mg, 40%) was prepared from 3-chloro-1-butene (747 ml, 7.42 mmol) and 2-acetamidophenol (1.02 g, 6.75 mmol) analogously to that described in Example 8 i).